This data is from the Open Reaction Database (ORD), a public repository of structured organic reaction records. The task is: describe an organic reaction: reactants, conditions, products, and yield Reactants: COc1ccc(C(=O)Nc2ccccc2N2C(=O)c3ccc([N+](=O)[O-])cc3C2=O)cc1, CCO, CCOC(C)=O, [H][H]. The product is COc1ccc(C(=O)Nc2ccccc2N2C(=O)c3ccc(N)cc3C2=O)cc1. Reaction SMILES: [CH3:1][O:2][c:3]1[cH:4][cH:5][c:6]([C:7](=[O:8])[NH:9][c:10]2[c:11]([N:16]3[C:17](=[O:29])[c:18]4[cH:19][cH:20][c:21]([N+:26]([O-:27])=[O:28])[cH:22][c:23]4[C:24]3=[O:25])[cH:12][cH:13][cH:14][cH:15]2)[cH:30][cH:31]1.[CH3:32][CH2:33][OH:34].[CH3:37][CH2:38][O:39][C:40](=[O:41])[CH3:42].[H:35][H:36]>>[CH3:1][O:2][c:3]1[cH:4][cH:5][c:6]([C:7](=[O:8])[NH:9][c:10]2[c:11]([N:16]3[C:17](=[O:29])[c:18]4[cH:19][cH:20][c:21]([NH2:26])[cH:22][c:23]4[C:24]3=[O:25])[cH:12][cH:13][cH:14][cH:15]2)[cH:30][cH:31]1. Starting materials: FC1=C(CN2N=C(C=3C2=NC(=NC3)C)C#N)C=CC=C1 (1-(2-fluorobenzyl)-6-methyl-1H-pyrazolo[3,4-d]pyrimidine-3-carbonitrile), C[O-].[Na+] (sodium methylate), C[O-].[Na+] (sodium methylate), C(C)(=O)O (acetic acid), [Cl-].[NH4+] (ammonium chloride). Solvent: CO (methanol). Reaction conditions: time 1 hour. Product: FC1=C(CN2N=C(C=3C2=NC(=NC3)C)C(N)=N)C=CC=C1 (1-(2-Fluorobenzyl)-6-methyl-1H-pyrazolo[3,4-d]pyrimidine-3-carboximidamide). RXN SMILES: [F:1][C:2]1[CH:20]=[CH:19][CH:18]=[CH:17][C:3]=1[CH2:4][N:5]1[C:9]2=[N:10][C:11]([CH3:14])=[N:12][CH:13]=[C:8]2[C:7]([C:15]#[N:16])=[N:6]1.C[O-].[Na+].C(O)(=O)C.[Cl-].[NH4+:29]>CO>[F:1][C:2]1[CH:20]=[CH:19][CH:18]=[CH:17][C:3]=1[CH2:4][N:5]1[C:9]2=[N:10][C:11]([CH3:14])=[N:12][CH:13]=[C:8]2[C:7]([C:15](=[NH:29])[NH2:16])=[N:6]1 |f:1.2,4.5|. Procedure details: Under an argon atmosphere, 994 mg (purity 81%, approx. 3.01 mmol) of 1-(2-fluorobenzyl)-6-methyl-1H-pyrazolo[3,4-d]pyrimidine-3-carbonitrile was dissolved in 15 ml of absolute methanol. 209 mg (3.72 mmol) of sodium methylate was added and it was stirred for 1 h at RT. Then a further 31 mg (0.56 mmol) of sodium methylate was added and it was stirred for 15 min at RT. 871 mg (14.50 mmol) of acetic acid and 489 mg (4.46 mmol) of ammonium chloride were added and the mixture was stirred for 45 min at... Reactants: Cl, NC1=NC2C(O1)C(O)C(O)C2(O)CO, O. The product is NC1C(O)C(O)C(O)C1(O)CO. RXN SMILES: [ClH:16].[NH2:1][C:2]1=[N:6][CH:5]2[CH:4]([O:3]1)[CH:9]([OH:10])[CH:8]([OH:11])[C:7]2([OH:12])[CH2:13][OH:14].[OH2:15]>>[OH:3][CH:4]1[CH:5]([NH2:6])[C:7]([OH:12])([CH2:13][OH:14])[CH:8]([OH:11])[CH:9]1[OH:10]. As a reaction SMILES: [CH:1]([C:3]1[CH:8]=[CH:7][C:6]([CH:9]([CH3:14])[C:10]([O:12][CH3:13])=[O:11])=[CH:5][C:4]=1[N+:15]([O-:17])=[O:16])=O.[O:18]=[C:19]1[CH2:23][CH2:22][S:21][CH2:20]1>>[N+:15]([C:4]1[CH:5]=[C:6]([CH:9]([CH3:14])[C:10]([O:12][CH3:13])=[O:11])[CH:7]=[CH:8][C:3]=1[CH:1]=[C:20]1[C:19](=[O:18])[CH2:23][CH2:22][S:21]1)([O-:17])=[O:16]. The product is [N+](=O)([O-])C=1C=C(C=CC1C=C1SCCC1=O)C(C(=O)OC)C (Methyl 2-[3-nitro-4-(3-oxothiolan-2-ylidenemethyl)phenyl]propionate). Yield: 36.9%. Procedure: By using methyl 2-(4-formyl-3-nitrophenyl)propionate (360 mg) obtained in Example 54 and 3-oxothiolane (270 mg), the title compound (180 mg, 37%) was obtained in the same manner as that of Example 1. Reactants: C(=O)C1=C(C=C(C=C1)C(C(=O)OC)C)[N+](=O)[O-] (Methyl 2-(4-formyl-3-nitrophenyl)propionate), O=C1CSCC1 (3-oxothiolane). The reactants are C1COCCN1, O=C(C=Cc1cccc(Cl)c1)N1CCC(=O)N(CCCl)CC1, [I-], [Na+]. Yields the product O=C(C=Cc1cccc(Cl)c1)N1CCC(=O)N(CCN2CCOCC2)CC1. As a reaction SMILES: [CH2:23]1[CH2:24][O:25][CH2:26][CH2:27][NH:28]1.[Cl:1][CH2:2][CH2:3][N:4]1[CH2:5][CH2:6][N:7]([C:12]([CH:13]=[CH:14][c:15]2[cH:16][c:17]([Cl:21])[cH:18][cH:19][cH:20]2)=[O:22])[CH2:8][CH2:9][C:10]1=[O:11].[I-:29].[Na+:30]>>[CH2:2]([CH2:3][N:4]1[CH2:5][CH2:6][N:7]([C:12]([CH:13]=[CH:14][c:15]2[cH:16][c:17]([Cl:21])[cH:18][cH:19][cH:20]2)=[O:22])[CH2:8][CH2:9][C:10]1=[O:11])[N:28]1[CH2:23][CH2:24][O:25][CH2:26][CH2:27]1. Reactants: C1(CCC1)N1CCC2=C(CC1)C=C(C=C2)O (3-Cyclobutyl-2,3,4,5-tetrahydro-1H-benzo[d]azepin-7-ol), ClC1=CC=C(C=N1)C(C)=O (1-(6-chloropyridin-3-yl)ethanone), C1(CCC1)C1CCC2=C(CN1)C=CC(=C2)OC2=NC=C(C#N)C=C2 (6-(3-Cyclobutyl-2,3,4,5-tetrahydro-1H-benzo[c]azepin-7-yloxy)-nicotinonitrile). Yields the product C1(CCC1)N1CCC2=C(CC1)C=CC(=C2)OC2=CC=C(C=N2)C(C)=O (1-{6-[(3-Cyclobutyl-2,3,4,5-tetrahydro-1H-3-benzazepin-7-yl)oxy]-3-pyridinyl}ethanone). RXN SMILES: [CH:1]1([N:5]2[CH2:11][CH2:10][C:9]3[CH:12]=[C:13]([OH:16])[CH:14]=[CH:15][C:8]=3[CH2:7][CH2:6]2)[CH2:4][CH2:3][CH2:2]1.Cl[C:18]1[N:23]=[CH:22][C:21]([C:24](=[O:26])[CH3:25])=[CH:20][CH:19]=1.C1(C2NCC3C=CC(OC4C=CC(C#N)=CN=4)=CC=3CC2)CCC1>>[CH:1]1([N:5]2[CH2:6][CH2:7][C:8]3[CH:15]=[CH:14][C:13]([O:16][C:18]4[N:23]=[CH:22][C:21]([C:24](=[O:26])[CH3:25])=[CH:20][CH:19]=4)=[CH:12][C:9]=3[CH2:10][CH2:11]2)[CH2:4][CH2:3][CH2:2]1. Procedure: Example 214 (E214) was prepared from 3-cyclobutyl-2,3,4,5-tetrahydro-1H-benzo[d]azepin-7-ol (E3) and 1-(6-chloropyridin-3-yl)ethanone using the method described for Example 100 (E100); MS (ES+) m/e 337 [M+H]+.